Dataset: the Open Reaction Database (ORD), a public repository of structured organic reaction records. Task: describe an organic reaction: reactants, conditions, products, and yield Starting materials: CO, Cl, COC(=O)Oc1cc(Nc2ncnc3cc(NC(=O)CCN4CCOCC4)ccc23)c(F)cc1C, [Na+], [OH-], O. Product: Cc1cc(F)c(Nc2ncnc3cc(NC(=O)CCN4CCOCC4)ccc23)cc1O. RXN SMILES: [CH3:39][OH:40].[ClH:38].[F:3][c:4]1[c:5]([NH:6][c:7]2[n:8][cH:9][n:10][c:11]3[cH:12][c:13]([NH:17][C:18]([CH2:19][CH2:20][N:21]4[CH2:22][CH2:23][O:24][CH2:25][CH2:26]4)=[O:27])[cH:14][cH:15][c:16]23)[cH:28][c:29]([O:33][C:34]([O:35][CH3:36])=[O:37])[c:30]([CH3:32])[cH:31]1.[Na+:2].[OH-:1].[OH2:41]>>[F:3][c:4]1[c:5]([NH:6][c:7]2[n:8][cH:9][n:10][c:11]3[cH:12][c:13]([NH:17][C:18]([CH2:19][CH2:20][N:21]4[CH2:22][CH2:23][O:24][CH2:25][CH2:26]4)=[O:27])[cH:14][cH:15][c:16]23)[cH:28][c:29]([OH:33])[c:30]([CH3:32])[cH:31]1. Reactants: C(#N)C=1C=C2C=C3C(=NC2=CC1)C1=CC(=C(C(N1C3)=O)C)C(CC)OC(CNC(=O)OC(C)(C)C)=O ((±)-2-cyano-8-methyl-7-[1-[[[[(1,1-dimethylethoxy)carbonyl]amino]acetyl]oxy]propyl]indolizino[1,2-b]quinolin-9(11H)-one), C(F)(F)(F)C(=O)O.O (CF3CO2H.H2O). The product is NCC(=O)OC(CC)C1=C(C(N2CC=3C(=NC4=CC=C(C=C4C3)C#N)C2=C1)=O)C ((±)-7-[1-[(Aminoacetyl)oxy]propyl]-2-cyano-8-methylindolizino[1,2-b]quinolin-9(11H)-one). RXN SMILES: [C:1]([C:3]1[CH:4]=[C:5]2[C:10](=[CH:11][CH:12]=1)[N:9]=[C:8]1[C:13]3[N:18]([CH2:19][C:7]1=[CH:6]2)[C:17](=[O:20])[C:16]([CH3:21])=[C:15]([CH:22]([O:25][C:26](=[O:36])[CH2:27][NH:28]C(OC(C)(C)C)=O)[CH2:23][CH3:24])[CH:14]=3)#[N:2].C(C(O)=O)(F)(F)F.O>>[NH2:28][CH2:27][C:26]([O:25][CH:22]([C:15]1[CH:14]=[C:13]2[N:18]([CH2:19][C:7]3[C:8]2=[N:9][C:10]2[C:5]([CH:6]=3)=[CH:4][C:3]([C:1]#[N:2])=[CH:12][CH:11]=2)[C:17](=[O:20])[C:16]=1[CH3:21])[CH2:23][CH3:24])=[O:36] |f:1.2|. Procedure: The title compound was prepared according to the procedure in Example 3B except using (±)-2-cyano-8-methyl-7-[1-[[[[(1,1-dimethylethoxy)carbonyl]amino]acetyl]oxy]propyl]indolizino[1,2-b]quinolin-9(11H)-one. 1H NMR (DMSO-d6) d 8.81 (d, J=1.5 Hz, 1H), 8.77 (s, 1H), 8.27 (d, J=8.9 Hz, 1H), 8.13 (dd, J=8.9, 1.8 Hz, 1H), 7.24 (s, 1H), 5.91 (apparent br t, J=6.7 Hz, 1H), 5.29 (s, 2H), 3.98 (br s, 2H), 2.26 (s, 3H), 2.05-1.81 (m, 2H), 0.96 (t, J=7.4 Hz, 3H). Anal. Calcd for C22H20N4O3.3/2 CF3CO2H.H2O: ... Reactants: C, CO, CCCCCCCCCCCCCC=CCC(O)C(O)C(N)(CO)CO, [Pd]. Yields the product CCCCCCCCCCCCCCCCC(O)C(O)C(N)(CO)CO. As a reaction SMILES: [C:29].[CH3:27][OH:28].[NH2:1][C:2]([CH2:3][OH:4])([CH2:5][OH:6])[CH:7]([CH:8]([CH2:9][CH:10]=[CH:11][CH2:12][CH2:13][CH2:14][CH2:15][CH2:16][CH2:17][CH2:18][CH2:19][CH2:20][CH2:21][CH2:22][CH2:23][CH3:24])[OH:25])[OH:26].[Pd:30]>>[NH2:1][C:2]([CH2:3][OH:4])([CH2:5][OH:6])[CH:7]([CH:8]([CH2:9][CH2:10][CH2:11][CH2:12][CH2:13][CH2:14][CH2:15][CH2:16][CH2:17][CH2:18][CH2:19][CH2:20][CH2:21][CH2:22][CH2:23][CH3:24])[OH:25])[OH:26]. Starting materials: CC(C)OC(=O)/N=N/C(=O)OC(C)C (Diisopropylazodicarboxylate), BrC=1C(=C(C(=O)OC)C(=CC1)N(C(=O)OC(C)(C)C)C(=O)OC(C)(C)C)O (methyl 3-bromo-6-[bis-(tert-butoxycarbonyl)amino]-2-hydroxybenzoate), BrC=1C(=C(C(=O)OC)C(=CC1)N(C(=O)OC(C)(C)C)C(=O)OC(C)(C)C)O (methyl 3-bromo-6-[bis-(tert-butoxycarbonyl)amino]-2-hydroxybenzoate), OCC1N(CC=C1)C(=O)OC(C)(C)C (tert-butyl 2-hydroxymethyl-2,5-dihydropyrrole-1-carboxylate), C1(=CC=CC=C1)P(C1=CC=CC=C1)C1=CC=CC=C1 (triphenylphosphine). The solvent is C1CCOC1 (THF). Conditions: time 8 hour. The product is BrC1=CC=C(C(=C1OCC1N(CC=C1)C(=O)OC(C)(C)C)C(=O)OC)N(C(=O)OC(C)(C)C)C(=O)OC(C)(C)C (tert-butyl 2-(6-bromo-3-[bis-(tert-butoxycarbonyl)amino]-2-methoxycarbonylphenoxymethyl)-2,5-dihydropyrrole-1-carboxylate). The yield is 113.8%. Reaction SMILES: CC(OC(/N=N/C(OC(C)C)=O)=O)C.[Br:15][C:16]1[C:17]([OH:41])=[C:18]([C:23]([N:26]([C:34]([O:36][C:37]([CH3:40])([CH3:39])[CH3:38])=[O:35])[C:27]([O:29][C:30]([CH3:33])([CH3:32])[CH3:31])=[O:28])=[CH:24][CH:25]=1)[C:19]([O:21][CH3:22])=[O:20].O[CH2:43][CH:44]1[CH:48]=[CH:47][CH2:46][N:45]1[C:49]([O:51][C:52]([CH3:55])([CH3:54])[CH3:53])=[O:50].C1(P(C2C=CC=CC=2)C2C=CC=CC=2)C=CC=CC=1>C1COCC1>[Br:15][C:16]1[C:17]([O:41][CH2:43][CH:44]2[CH:48]=[CH:47][CH2:46][N:45]2[C:49]([O:51][C:52]([CH3:53])([CH3:55])[CH3:54])=[O:50])=[C:18]([C:19]([O:21][CH3:22])=[O:20])[C:23]([N:26]([C:27]([O:29][C:30]([CH3:33])([CH3:31])[CH3:32])=[O:28])[C:34]([O:36][C:37]([CH3:40])([CH3:39])[CH3:38])=[O:35])=[CH:24][CH:25]=1. Procedure details: Diisopropylazodicarboxylate (1.4 g) was added to a suspension of methyl 3-bromo-6-[bis-(tert-butoxycarbonyl)amino]-2-hydroxybenzoate (Intermediate 13, 2.58 g), tert-butyl 2-hydroxymethyl-2,5-dihydropyrrole-1-carboxylate (Prepared according to Morriello et al, Bioorg. Med. Chem, 2008, 16(5), 2156; 1.27 g) and triphenylphosphine (1.82 g) in anhydrous THF (20 mL) and the mixture was stirred at room temperature overnight. The volatiles were removed in vacuo and the residue was purified by chromatogr... Starting materials: IC1=CC=C(C=C1)O (4-iodophenol), C(C)C=1C=NC(=NC1)Cl (5-ethyl-2-chloropyrimidine), C([O-])([O-])=O.[K+].[K+] (potassium carbonate). The product is IC1=CC=C(OC2=NC=C(C=N2)CC)C=C1 (2-(4-iodophenoxy)-5-ethylpyrimidine). Reaction SMILES: [I:1][C:2]1[CH:7]=[CH:6][C:5]([OH:8])=[CH:4][CH:3]=1.[CH2:9]([C:11]1[CH:12]=[N:13][C:14](Cl)=[N:15][CH:16]=1)[CH3:10].C(=O)([O-])[O-].[K+].[K+]>>[I:1][C:2]1[CH:7]=[CH:6][C:5]([O:8][C:14]2[N:15]=[CH:16][C:11]([CH2:9][CH3:10])=[CH:12][N:13]=2)=[CH:4][CH:3]=1 |f:2.3.4|. Procedure: In the same manner as in Reference Example 6, 4-iodophenol (220 mg) and 5-ethyl-2-chloropyrimidine (0.121 ml) were reacted in the presence of potassium carbonate (415 mg) to obtain 2-(4-iodophenoxy)-5-ethylpyrimidine (256 mg). Starting materials: FC1=CC=C(C=C1)C1=C(NC2=CC=CC=C12)C(=O)OCC (ethyl 3-(4'-fluorophenyl)indole-2-carboxylate), ice water, [H-].[Na+] (sodium hydride), CI (methyl iodide). The solvent is CC(=O)N(C)C (dimethylacetamide). Reaction conditions: temperature -10 celsius, time 45 minute. The product is FC1=CC=C(C=C1)C1=C(N(C2=CC=CC=C12)C)C(=O)OCC (Ethyl 3-(4'-fluorophenyl)-1-methylindole-2-carboxylate). As a reaction SMILES: [F:1][C:2]1[CH:7]=[CH:6][C:5]([C:8]2[C:16]3[C:11](=[CH:12][CH:13]=[CH:14][CH:15]=3)[NH:10][C:9]=2[C:17]([O:19][CH2:20][CH3:21])=[O:18])=[CH:4][CH:3]=1.[H-].[Na+].[CH3:24]I>CC(N(C)C)=O>[F:1][C:2]1[CH:3]=[CH:4][C:5]([C:8]2[C:16]3[C:11](=[CH:12][CH:13]=[CH:14][CH:15]=3)[N:10]([CH3:24])[C:9]=2[C:17]([O:19][CH2:20][CH3:21])=[O:18])=[CH:6][CH:7]=1 |f:1.2|. Reported procedure: To a solution of 8.0 g. (28 mmol.) of ethyl 3-(4'-fluorophenyl)indole-2-carboxylate in 30 ml. of dry dimethylacetamide stirred under nitrogen at -10° C., 1.6 g. (33 mmol.) of sodium hydride is added. The reaction mixture is stirred at -10° C. under nitrogen for 45 min., 4.8 g. (32 mmol.) of methyl iodide is added at -10° C., and the reaction mixture is allowed to warm to room temperature and stirred under nitrogen at room temperature for 2 hrs. The reaction mixture is poured into 400 ml. of ice/... Reactants: COC(C1=C(C=C(C=C1)CO)OC(C)=O)=O (2-acetoxy-4-(hydroxymethyl) benzoic acid methyl ester), CCOC(=O)/N=N/C(=O)OCC (diethylazodicarboxylate), OC1=C(C=C(C=C1I)C(=O)C1=CC=CC=C1)I ((4-hydroxy-3,5-diiodo-phenyl)-phenyl-methanone), C1(=CC=CC=C1)P(C1=CC=CC=C1)C1=CC=CC=C1 (triphenylphosphine). The solvent is C1=CC=CC=C1 (benzene). The product is COC(C1=C(C=CC(=C1)COC1=C(C=C(C=C1I)C(C1=CC=CC=C1)=O)I)OC(C)=O)=O (2-Acetoxy-5-(4-benzoyl-2,6-diiodo-phenoxymethyl)-benzoic acid methyl ester). The yield is 54.5%. As a reaction SMILES: [CH3:1][O:2][C:3](=[O:16])[C:4]1[CH:9]=[CH:8][C:7](CO)=[CH:6][C:5]=1[O:12][C:13](=[O:15])[CH3:14].[OH:17][C:18]1[C:23]([I:24])=[CH:22][C:21]([C:25]([C:27]2[CH:32]=[CH:31][CH:30]=[CH:29][CH:28]=2)=[O:26])=[CH:20][C:19]=1[I:33].[C:34]1(P(C2C=CC=CC=2)C2C=CC=CC=2)C=CC=CC=1.CCOC(/N=N/C(OCC)=O)=O>C1C=CC=CC=1>[CH3:1][O:2][C:3](=[O:16])[C:4]1[CH:9]=[C:8]([CH2:34][O:17][C:18]2[C:19]([I:33])=[CH:20][C:21]([C:25](=[O:26])[C:27]3[CH:32]=[CH:31][CH:30]=[CH:29][CH:28]=3)=[CH:22][C:23]=2[I:24])[CH:7]=[CH:6][C:5]=1[O:12][C:13](=[O:15])[CH3:14]. Procedure: The title compound was prepared according to the procedure in Example 1, step 5 using 2-acetoxy-4-(hydroxymethyl) benzoic acid methyl ester (0.109 g, 0.484 mmol), (4-hydroxy-3,5-diiodo-phenyl)-phenyl-methanone (0.218 g, 0.484 mmol), triphenylphosphine (0.140 g, 0.533 mmol) and diethylazodicarboxylate (83.5 μL, 0.533 mmol) in benzene (4.84 mL). Purification on Biotage KP-Sil eluting with a 10, 15 & 20% EtOAc/pet. ether gave 0.173 g (54%) of the title compound as a white solid, mp 132-135° C. 1H N... Starting materials: ClCCCl, CCC(CC)(c1ccc(OCC(=O)C(C)(C)C)c(C)c1)c1cc2ccc(C(=O)O)cc2s1, CNC, CN(C)c1ccncc1, Cl. Product: CCC(CC)(c1ccc(OCC(=O)C(C)(C)C)c(C)c1)c1cc2ccc(C(=O)N(C)C)cc2s1. Reaction SMILES: [CH2:33]([Cl:34])[CH2:35][Cl:36].[CH3:1][C:2]([C:3]([CH2:4][O:5][c:6]1[c:7]([CH3:29])[cH:8][c:9]([C:12]([CH2:13][CH3:14])([CH2:15][CH3:16])[c:17]2[cH:18][c:19]3[c:20]([s:21]2)[cH:22][c:23]([C:26](=[O:27])[OH:28])[cH:24][cH:25]3)[cH:10][cH:11]1)=[O:30])([CH3:31])[CH3:32].[CH3:38][NH:39][CH3:40].[CH3:41][N:42]([c:43]1[cH:44][cH:45][n:46][cH:47][cH:48]1)[CH3:49].[ClH:37]>>[CH3:1][C:2]([C:3]([CH2:4][O:5][c:6]1[c:7]([CH3:29])[cH:8][c:9]([C:12]([CH2:13][CH3:14])([CH2:15][CH3:16])[c:17]2[cH:18][c:19]3[c:20]([s:21]2)[cH:22][c:23]([C:26](=[O:27])[N:39]([CH3:38])[CH3:40])[cH:24][cH:25]3)[cH:10][cH:11]1)=[O:30])([CH3:31])[CH3:32]. Reactants: ClC1=CC=C(S1)C1=C(N=C(O1)C1=CC=C(C=C1)F)C(=O)OC (5-(5-chlorothiophen-2-yl)-2-(4-fluorophenyl)-4-methoxycarbonyloxazole), [BH4-].[Li+] (lithium borohydride), O (water), Cl (hydrochloric acid). The solvent is O1CCCC1 (tetrahydrofuran). Run at time 1 hour. The product is ClC1=CC=C(S1)C1=C(N=C(O1)C1=CC=C(C=C1)F)CO (5-(5-chlorothiophen-2-yl)-2-(4-fluoro-phenyl)-4-hydroxymethyloxazole). The yield is 89.7%. As a reaction SMILES: [Cl:1][C:2]1[S:6][C:5]([C:7]2[O:11][C:10]([C:12]3[CH:17]=[CH:16][C:15]([F:18])=[CH:14][CH:13]=3)=[N:9][C:8]=2[C:19](OC)=[O:20])=[CH:4][CH:3]=1.[BH4-].[Li+].O.Cl>O1CCCC1>[Cl:1][C:2]1[S:6][C:5]([C:7]2[O:11][C:10]([C:12]3[CH:17]=[CH:16][C:15]([F:18])=[CH:14][CH:13]=3)=[N:9][C:8]=2[CH2:19][OH:20])=[CH:4][CH:3]=1 |f:1.2|. Procedure details: A mixture of 5-(5-chlorothiophen-2-yl)-2-(4-fluorophenyl)-4-methoxycarbonyloxazole (1.8 g) and lithium borohydride (580 mg) in tetrahydrofuran (40 ml) was stirred at room temperature for one hour, and then, refluxed for 1.5 hours. After cooling, water and 10% hydrochloric acid were added to the reaction mixture, and the mixture was extracted with ethyl acetate. The organic layer was washed with water and brine, dried over anhydrous sodium sulfate and the solvent was removed under reduced pressur...